From a dataset of the Open Reaction Database (ORD), a public repository of structured organic reaction records. describe an organic reaction: reactants, conditions, products, and yield Reactants: CO, Nc1cccc(CCC(=O)O)c1. Product: COC(=O)CCc1cccc(N)c1. As a reaction SMILES: [CH3:13][OH:14].[NH2:1][c:2]1[cH:3][c:4]([CH2:8][CH2:9][C:10](=[O:11])[OH:12])[cH:5][cH:6][cH:7]1>>[NH2:1][c:2]1[cH:3][c:4]([CH2:8][CH2:9][C:10]([O:11][CH3:13])=[O:12])[cH:5][cH:6][cH:7]1.